From a dataset of the Open Reaction Database (ORD), a public repository of structured organic reaction records. describe an organic reaction: reactants, conditions, products, and yield Reactants: C(C)(C)(C)OC(NCC=1N(C(C2=CC=C(C=C2C1OCCCC)C(=O)N(C)OC)=O)CC(C)C)=O (tert-butyl(4-butoxy-2-isobutyl-6{[methoxy(methyl)amino]carbonyl}-1-oxo-1,2-dihydro-3-isoquinolinyl)methylcarbamate), O1CCCC1.C[Mg]Br (methylmagnesium bromide tetrahydrofuran), O (water). The solvent is O1CCCC1 (tetrahydrofuran). Reaction conditions: temperature 0 celsius, time 1 hour. Yields the product C(C)(C)(C)OC(NCC=1N(C(C2=CC=C(C=C2C1OCCCC)C(C)=O)=O)CC(C)C)=O (tert-butyl(6-acetyl-4-butoxy-2-isobutyl-1-oxo-1,2-dihydro-3-isoquinolinyl)methylcarbamate). Isolated yield 84.1%. RXN SMILES: [C:1]([O:5][C:6](=[O:35])[NH:7][CH2:8][C:9]1[N:10]([CH2:31][CH:32]([CH3:34])[CH3:33])[C:11](=[O:30])[C:12]2[C:17]([C:18]=1[O:19][CH2:20][CH2:21][CH2:22][CH3:23])=[CH:16][C:15]([C:24](N(OC)C)=[O:25])=[CH:14][CH:13]=2)([CH3:4])([CH3:3])[CH3:2].O1CCC[CH2:37]1.C[Mg]Br.O>O1CCCC1>[C:1]([O:5][C:6](=[O:35])[NH:7][CH2:8][C:9]1[N:10]([CH2:31][CH:32]([CH3:33])[CH3:34])[C:11](=[O:30])[C:12]2[C:17]([C:18]=1[O:19][CH2:20][CH2:21][CH2:22][CH3:23])=[CH:16][C:15]([C:24](=[O:25])[CH3:37])=[CH:14][CH:13]=2)([CH3:3])([CH3:4])[CH3:2] |f:1.2|. Procedure: To a solution of tert-butyl(4-butoxy-2-isobutyl-6{[methoxy(methyl)amino]carbonyl}-1-oxo-1,2-dihydro-3-isoquinolinyl)methylcarbamate (0.49 g, 1 mmol) in tetrahydrofuran (10 ml) was added 1N methylmagnesium bromide tetrahydrofuran solution (5 ml) at 0° C. The mixture was stirred at 0° C. for 1 h. The reaction mixture was poured into water and extracted with ethyl acetate. The extract was washed with brine, dried over anhydrous magnesium sulfate and concentrated under reduced pressure. The residue ... Reaction SMILES: [C:1]([CH3:2])([CH3:3])([CH3:4])[O:5][C:6](=[O:7])[N:8]1[CH2:9][CH:10]([CH2:14][OH:15])[CH2:11][CH2:12][CH2:13]1.[CH3:40][CH2:41][O:42][C:43](=[O:44])[CH3:45].[Cl:18][CH2:19][c:20]1[c:21]([CH3:32])[n:22][c:23](-[c:25]2[cH:26][cH:27][c:28]([Cl:31])[cH:29][cH:30]2)[s:24]1.[H-:16].[I-:34].[Na+:17].[Na+:33].[O:35]1[CH2:36][CH2:37][CH2:38][CH2:39]1>>[C:1]([CH3:2])([CH3:3])([CH3:4])[O:5][C:6](=[O:7])[N:8]1[CH2:9][CH:10]([CH2:14][O:15][CH2:19][c:20]2[c:21]([CH3:32])[n:22][c:23](-[c:25]3[cH:26][cH:27][c:28]([Cl:31])[cH:29][cH:30]3)[s:24]2)[CH2:11][CH2:12][CH2:13]1. Reactants: CC(C)(C)OC(=O)N1CCCC(CO)C1, CCOC(C)=O, Cc1nc(-c2ccc(Cl)cc2)sc1CCl, [H-], [I-], [Na+], [Na+], C1CCOC1. Yields the product Cc1nc(-c2ccc(Cl)cc2)sc1COCC1CCCN(C(=O)OC(C)(C)C)C1. The reactants are C(C)C(CC)N1C=CC=2C(=NC=3C=C(C=CC3C21)I)C2=C(C=C(C=C2C)C)C (1-(1-ethylpropyl)-7-iodo-4-mesityl-1H-pyrrolo[3,2-c]quinoline), C1(=C(C(=CC(=C1)C)C)OB(O)O)C (mesitylboric acid), O.O.O.O.O.O.O.O.[OH-].[Ba+2].[OH-] (barium hydroxide octahydrate). The reagents and catalysts are C=1C=CC(=CC1)[P](C=2C=CC=CC2)(C=3C=CC=CC3)[Pd]([P](C=4C=CC=CC4)(C=5C=CC=CC5)C=6C=CC=CC6)([P](C=7C=CC=CC7)(C=8C=CC=CC8)C=9C=CC=CC9)[P](C=1C=CC=CC1)(C=1C=CC=CC1)C=1C=CC=CC1 (Pd(PPh3)4). The solvent is COC(C)OC (2,2-dimethoxyethane), O (water). Product: C(C)C(CC)N1C=CC=2C(=NC=3C=C(C=CC3C21)C2=C(C=C(C=C2C)C)C)C (1-(1-Ethylpropyl)-7-mesityl-4-methyl-1H-pyrrolo[3,2-c]quinoline). Yield: 51.0%. As a reaction SMILES: [CH2:1]([CH:3]([N:6]1[C:18]2[C:17]3[CH:16]=[CH:15][C:14](I)=[CH:13][C:12]=3[N:11]=[C:10]([C:20]3C(C)=CC(C)=CC=3C)[C:9]=2[CH:8]=[CH:7]1)[CH2:4][CH3:5])[CH3:2].[C:29]1([CH3:41])[CH:34]=[C:33]([CH3:35])[CH:32]=[C:31]([CH3:36])[C:30]=1OB(O)O.O.O.O.O.O.O.O.O.[OH-].[Ba+2].[OH-]>COC(OC)C.O.C1C=CC([P]([Pd]([P](C2C=CC=CC=2)(C2C=CC=CC=2)C2C=CC=CC=2)([P](C2C=CC=CC=2)(C2C=CC=CC=2)C2C=CC=CC=2)[P](C2C=CC=CC=2)(C2C=CC=CC=2)C2C=CC=CC=2)(C2C=CC=CC=2)C2C=CC=CC=2)=CC=1>[CH2:1]([CH:3]([N:6]1[C:18]2[C:17]3[CH:16]=[CH:15][C:14]([C:30]4[C:31]([CH3:36])=[CH:32][C:33]([CH3:35])=[CH:34][C:29]=4[CH3:41])=[CH:13][C:12]=3[N:11]=[C:10]([CH3:20])[C:9]=2[CH:8]=[CH:7]1)[CH2:4][CH3:5])[CH3:2] |f:2.3.4.5.6.7.8.9.10.11.12,^1:63,65,84,103|. Procedure details: A solution of 1-(1-ethylpropyl)-7-iodo-4-mesityl-1H-pyrrolo[3,2-c]quinoline (32 mg, 0.09 mmol), mesitylboric acid (17 mg, 0.10 mmol), Pd(PPh3)4 (5 mg, 4.23×10−3 mmol) and barium hydroxide octahydrate (40 mg, 0.13 mmol) in 2,2-dimethoxyethane (6.0 mL) and water (1.0 mL) was stirred at 80 for one day. After filtering through Celite, the filtrate was diluted with ethyl acetate, washed with brine, dried over anhydrous magnesium sulfate and evaporated. The residue was purified by silica gel column ch... Starting materials: [H-].[Na+] (NaH), C(Cl)(Cl)Cl.CO (CHCl3 MeOH), C1CC(C=2C=CC=3NC=4C=CC=CC4C3C21)=O (1,6-Dihydrocyclopenta[c]carbazol-3(2H)-one), Cl.ClCCC1N(CCC1)C (2-(2-chloroethyl)-1-methylpyrrolidine hydrochloride). Solvent: C(Cl)Cl (CH2Cl2), O (water). Reaction conditions: time 7.5 minute. Product: CN1C(CCC1)CCN1C=2C=CC=CC2C=2C3=C(C=CC12)C(CC3)=O (6-[2-(1-methylpyrrolidin-2-yl)ethyl]-1,6-dihydrocyclopenta[c]carbazol-3(2H)-one). RXN SMILES: [CH2:1]1[C:16]2[C:15]3[C:14]4[CH:13]=[CH:12][CH:11]=[CH:10][C:9]=4[NH:8][C:7]=3[CH:6]=[CH:5][C:4]=2[C:3](=[O:17])[CH2:2]1.[H-].[Na+].Cl.Cl[CH2:22][CH2:23][CH:24]1[CH2:28][CH2:27][CH2:26][N:25]1[CH3:29].C(Cl)(Cl)Cl.CO>C(Cl)Cl.O>[CH3:29][N:25]1[CH2:26][CH2:27][CH2:28][CH:24]1[CH2:23][CH2:22][N:8]1[C:7]2[CH:6]=[CH:5][C:4]3[C:3](=[O:17])[CH2:2][CH2:1][C:16]=3[C:15]=2[C:14]2[CH:13]=[CH:12][CH:11]=[CH:10][C:9]1=2 |f:1.2,3.4,5.6|. Procedure details: Carbazole 46 (0.4 g, 1.81 mmol) was dissolved in CH2Cl2 (7 mL), then NaH (0.22 g, 5.50 mmol) was added. The mixture was stirred at room temperature for 5-10 min, and 2-(2-chloroethyl)-1-methylpyrrolidine hydrochloride (0.4 g, 2.17 mmol) was added. The mixture was heated to 60° C. and kept at this temperature for 4 h (TLC monitoring, eluent: CHCl3-MeOH, 9:1). The resulting mixture was poured into water. The product was extracted with ethyl acetate, dried over Na2SO4, and evaporated. The residue w... The reactants are COC1=C(CNC(=O)C2=NC3=NC=CC=C3C=C2)C=CC=C1 ([1,8] naphthyridine-2-carboxylic acid 2-methoxybenzylamide), C(C)(=O)OCC (ethyl acetate), [H-].[Na+] (sodium hydride), CI (methyl iodide). Run in CN(C)C=O (DMF), CN(C)C=O (DMF). Reaction conditions: time 30 minute. The product is COC1=C(CN(C(=O)C2=NC3=NC=CC=C3C=C2)C)C=CC=C1 ([1,8] naphthyridin-2-carboxylic acid (2-methoxy-benzyl)-methyl-amide). As a reaction SMILES: [H-].[Na+].[CH3:3][O:4][C:5]1[CH:24]=[CH:23][CH:22]=[CH:21][C:6]=1[CH2:7][NH:8][C:9]([C:11]1[CH:20]=[CH:19][C:18]2[C:13](=[N:14][CH:15]=[CH:16][CH:17]=2)[N:12]=1)=[O:10].CI.[C:27](OCC)(=O)C>CN(C=O)C>[CH3:3][O:4][C:5]1[CH:24]=[CH:23][CH:22]=[CH:21][C:6]=1[CH2:7][N:8]([CH3:27])[C:9]([C:11]1[CH:20]=[CH:19][C:18]2[C:13](=[N:14][CH:15]=[CH:16][CH:17]=2)[N:12]=1)=[O:10] |f:0.1|. Procedure details: To a suspension of sodium hydride (10 mg) in DMF (1 mL) at 0° C. was added a solution of the compound of Example 1 (68 mg, 0.23 mmol) in DMF (1mL). The reaction mixture was stirred at the same temperature for 30 minutes then methyl iodide (20 μL, 0.32 mmol) was added. Reaction mixture was stirred at room temperature overnight. It was then poured into ethyl acetate, washed with water, brine, dried over magnesium sulfate and concentrated to give a white solid. Purification was done using a silica ... Reactants: COCCOCCl, CCN(C(C)C)C(C)C, ClCCCl, Cc1cc(C=O)cc(C)c1O. The product is COCCOCOc1c(C)cc(C=O)cc1C. Reaction SMILES: [CH3:21][O:22][CH2:23][CH2:24][O:25][CH2:26][Cl:27].[CH:12]([N:13]([CH2:14][CH3:15])[CH:16]([CH3:17])[CH3:18])([CH3:19])[CH3:20].[Cl:28][CH2:29][CH2:30][Cl:31].[OH:1][c:2]1[c:3]([CH3:11])[cH:4][c:5]([CH:6]=[O:7])[cH:8][c:9]1[CH3:10]>>[O:1]([c:2]1[c:3]([CH3:11])[cH:4][c:5]([CH:6]=[O:7])[cH:8][c:9]1[CH3:10])[CH2:26][O:25][CH2:24][CH2:23][O:22][CH3:21]. Starting materials: Brc1ccc(C2CNCCN2)s1, CCn1cc(C(=O)O)c(=O)c2cc(F)c(Cl)cc21, c1ccncc1. Yields the product CCn1cc(C(=O)O)c(=O)c2cc(F)c(N3CCNC(c4ccc(Br)s4)C3)cc21. As a reaction SMILES: [Br:1][c:2]1[cH:3][cH:4][c:5]([CH:7]2[NH:8][CH2:9][CH2:10][NH:11][CH2:12]2)[s:6]1.[Cl:13][c:14]1[c:15]([F:30])[cH:16][c:17]2[c:18](=[O:29])[c:19]([C:26](=[O:27])[OH:28])[cH:20][n:21]([CH2:24][CH3:25])[c:22]2[cH:23]1.[cH:31]1[cH:32][cH:33][n:34][cH:35][cH:36]1>>[Br:1][c:2]1[cH:3][cH:4][c:5]([CH:7]2[NH:8][CH2:9][CH2:10][N:11]([c:14]3[c:15]([F:30])[cH:16][c:17]4[c:18](=[O:29])[c:19]([C:26](=[O:27])[OH:28])[cH:20][n:21]([CH2:24][CH3:25])[c:22]4[cH:23]3)[CH2:12]2)[s:6]1. Reactants: C[C@@]1([C@@H](N2C(C[C@H]2S1(=O)=O)=O)C(=O)OC(C1=CC=CC=C1)C1=CC=CC=C1)\C=C\C1=NOC=N1 (benzhydryl (E)-(2S,3S,5R)-3-methyl-3-[2-(1,2,4-oxadiazol-3-yl)-vinyl]-4,4,7-trioxo-4-thia-1-aza-bicyclo[3.2.0]heptane-2-carboxylate), CCCCCC (n-hexane). Run in C1=C(C=CC=C1O)C (m-cresol). Conditions: temperature 50 celsius, time 4 hour. The product is C[C@@]1([C@@H](N2C(C[C@H]2S1(=O)=O)=O)C(=O)O)\C=C\C1=NOC=N1 ((E)-(2S,3S,5R)-3-methyl-3-[2-(1,2,4-oxadiazol-3-yl)- vinyl]-4,4,7-trioxo-4-thia-1-aza-bicyclo [3.2.0]heptane-2-carboxylic acid). RXN SMILES: [CH3:1][C@@:2]1(/[CH:28]=[CH:29]/[C:30]2[N:34]=[CH:33][O:32][N:31]=2)[S:8](=[O:10])(=[O:9])[C@H:7]2[N:4]([C:5](=[O:11])[CH2:6]2)[C@H:3]1[C:12]([O:14]C(C1C=CC=CC=1)C1C=CC=CC=1)=[O:13].CCCCCC>C1C(O)=CC=CC=1C>[CH3:1][C@@:2]1(/[CH:28]=[CH:29]/[C:30]2[N:34]=[CH:33][O:32][N:31]=2)[S:8](=[O:9])(=[O:10])[C@H:7]2[N:4]([C:5](=[O:11])[CH2:6]2)[C@H:3]1[C:12]([OH:14])=[O:13]. Procedure details: 355 mg (0.74 mmol) of benzhydryl (E)-(2S,3S,5R)-3-methyl-3-[2-(1,2,4-oxadiazol-3-yl)-vinyl]-4,4,7-trioxo-4-thia-1-aza-bicyclo[3.2.0]heptane-2-carboxylate were dissolved in 3 ml of m-cresol and stirred at 50° C. for 4 hours. 20 ml of n-hexane are added to the pale brown solution, the separated crystals were filtered off under suction and rinsed with n-hexane. The crude crystallizate was recrystallized from ethyl acetate/n-hexane. Yield: 170 mg (73%) of colorless crystals MS: (M--H)- 312.2 IR (KBr... The reactants are C(C)(=O)N1C=C(C2=CC=CC=C12)CCCO.[Si](C)(C)(C(C)(C)C)O[Si](C)(C)C(C)(C)C (N-Acetyl-3-(indol-3-yl)propanol tert-butyldimethylsilyl ether), [N+](CCCC)(CCCC)(CCCC)CCCC.[F-] (n-Bu4NF). Reagents/catalysts: CC(=O)O (AcOH). Run in CCOCC (ether), C1CCOC1 (THF). The product is C(C)(=O)N1C=C(C2=CC=CC=C12)CCCO (N-Acetyl-3-(indol-3-yl)propanol). The yield is 108.0%. Reaction SMILES: [C:1]([N:4]1[C:12]2[C:7](=[CH:8][CH:9]=[CH:10][CH:11]=2)[C:6]([CH2:13][CH2:14][CH2:15][OH:16])=[CH:5]1)(=[O:3])[CH3:2].[Si](O[Si](C(C)(C)C)(C)C)(C(C)(C)C)(C)C.[N+](CCCC)(CCCC)(CCCC)CCCC.[F-]>C1COCC1.CCOCC.CC(O)=O>[C:1]([N:4]1[C:12]2[C:7](=[CH:8][CH:9]=[CH:10][CH:11]=2)[C:6]([CH2:13][CH2:14][CH2:15][OH:16])=[CH:5]1)(=[O:3])[CH3:2] |f:0.1,2.3|. Procedure: To a stirred solution of the silyl ether 30 (27 g, 81 mmol) in THF (270 mL) at ambient temperature was added a premixed solution of n-Bu4NF (1M in THF: 244 mL, 0.24 mol) and AcOH (14 mL, 0.24 mmol) (1:1). After 20 hours the reaction mixture was diluted with ether and then washed with H2O (2 times) and brine, dried (MgSO4), and concentrated to give the alcohol 31 (19 g) as a yellow crystalline solid. Starting materials: ClC1=CC(=C(C=C1)NS(=O)(=O)C1CCCC=C1C(=O)OCC)F (ethyl 6-[N-(4-chloro-2-fluorophenyl)sulfamoyl]-1-cyclohexene-1-carboxylate), [OH-].[Na+] (sodium hydroxide), ClC1=CC(=C(C=C1)NS(=O)(=O)C1CCCC=C1C(=O)OCC)F (ethyl 6-[N-(4-chloro-2-fluorophenyl)sulfamoyl]-1-cyclohexene-1-carboxylate), aqueous solution. The solvent is C(C)#N (acetonitrile). Run at temperature 55 celsius, time 12 hour. The product is ClC1=CC(=C(C=C1)NS(=O)(=O)C1CCCC=C1C(=O)[O-])F.[Na+] (sodium 6-[N-(4-chloro-2-fluorophenyl)sulfamoyl]-1-cyclohexene-1-carboxylate). RXN SMILES: [Cl:1][C:2]1[CH:7]=[CH:6][C:5]([NH:8][S:9]([CH:12]2[C:17]([C:18]([O:20]CC)=[O:19])=[CH:16][CH2:15][CH2:14][CH2:13]2)(=[O:11])=[O:10])=[C:4]([F:23])[CH:3]=1.[OH-].[Na+:25]>C(#N)C>[Cl:1][C:2]1[CH:7]=[CH:6][C:5]([NH:8][S:9]([CH:12]2[C:17]([C:18]([O-:20])=[O:19])=[CH:16][CH2:15][CH2:14][CH2:13]2)(=[O:11])=[O:10])=[C:4]([F:23])[CH:3]=1.[Na+:25] |f:1.2,4.5|. Procedure details: A solution of ethyl 6-[N-(4-chloro-2-fluorophenyl)sulfamoyl]-1-cyclohexene-1-carboxylate obtained in Example 1 (Compound 1, 210 mg) in acetonitrile (29 ml) was admixed with a 1N aqueous solution of sodium hydroxide (29 ml) and the mixture was stirred at 55° C. for 12 hours. The mixture was concentrated under reduced pressure and the residue was purified by CHP-20P column chromatography (eluent: water→methanol/water=1/1). The effluent was concentrated under reduced pressure and the residue was di...